This data is from the Open Reaction Database (ORD), a public repository of structured organic reaction records. The task is: describe an organic reaction: reactants, conditions, products, and yield Starting materials: FC(C(=O)O)(F)F (trifluoroacetic acid), FC(C(=O)O)(F)F (TFA), saturated aqueous solution, CC(=O)C (acetone), [OH-].[Ba+2].[OH-] (barium hydroxide), Sugars, uronic acid, O (water), polysaccharide, C(=O)=O (carbon dioxide). Reagents/catalysts: [N+](=O)([O-])[O-].[Ag+] (silver nitrate), [N+](=O)([O-])[O-].[Ag+] (silver nitrate). Reaction conditions: temperature 100 celsius, time 30 minute. Yields the product O=C[C@@H](O)[C@@H](O)[C@H](O)[C@H](O)CO (mannose), O=C[C@H](O)[C@@H](O)[C@@H](O)[C@H](O)CO (galactose), O=C[C@H](O)[C@@H](O)[C@H](O)[C@H](O)CO (glucose). As a reaction SMILES: [OH-:1].[Ba+2].[OH-:3].[C:4](=[O:6])=O.F[C:8](F)(F)[C:9]([OH:11])=O.[CH3:14][C:15]([CH3:17])=[O:16].[OH2:18]>[N+]([O-])([O-])=O.[Ag+]>[O:1]=[CH:14][C@H:15]([C@H:17]([C@@H:8]([C@@H:9]([CH2:4][OH:6])[OH:11])[OH:18])[OH:3])[OH:16].[O:1]=[CH:14][C@@H:15]([C@H:17]([C@H:8]([C@@H:9]([CH2:4][OH:6])[OH:11])[OH:18])[OH:3])[OH:16].[O:1]=[CH:14][C@@H:15]([C@H:17]([C@@H:8]([C@@H:9]([CH2:4][OH:6])[OH:11])[OH:18])[OH:3])[OH:16] |f:0.1.2,7.8|. Reported procedure: In order to determine the composition of the polysaccharide, purified polymer was obtained by diluting broth twenty-fold with distilled water, removing cells by centrifugation at 18,000×g for 30 min., adding sodium chloride to 0.1% volume and precipitating polymer by addition of 3 volumes isopropanol based on the volume of the diluted polymer solution. The polymer precipitate was removed by filtration through a 100 mesh sieve and washed by repulping in 100 milliliters of 70% isopropanol followed... Reactants: OC1=C2C=CC(=NC2=CC=C1)Cl (5-hydroxy-2-chloroquinoline), COC=1C=C(CBr)C=CC1 (3-methoxy-benzylbromide), N[C@@H]1CCC2=CC=CC=C12 ((R)-1-aminoindane). Product: [C@H]1(CCC2=CC=CC=C12)NC1=NC2=CC=CC(=C2C=C1)OCC1=CC(=CC=C1)OC ((R)-Indan-1-yl-[5-(3-methoxy-benzyloxy)-quinolin-2-yl]-amine). RXN SMILES: [OH:1][C:2]1[CH:11]=[CH:10][CH:9]=[C:8]2[C:3]=1[CH:4]=[CH:5][C:6](Cl)=[N:7]2.[CH3:13][O:14][C:15]1[CH:16]=[C:17]([CH:20]=[CH:21][CH:22]=1)[CH2:18]Br.[NH2:23][C@H:24]1[C:32]2[C:27](=[CH:28][CH:29]=[CH:30][CH:31]=2)[CH2:26][CH2:25]1>>[C@H:24]1([NH:23][C:6]2[CH:5]=[CH:4][C:3]3[C:8](=[CH:9][CH:10]=[CH:11][C:2]=3[O:1][CH2:18][C:17]3[CH:20]=[CH:21][CH:22]=[C:15]([O:14][CH3:13])[CH:16]=3)[N:7]=2)[C:32]2[C:27](=[CH:28][CH:29]=[CH:30][CH:31]=2)[CH2:26][CH2:25]1. Procedure details: The title compound, MS: m/e=397.5 (M+H+), was prepared in accordance with the general method of example 2 from 5-hydroxy-2-chloroquinoline, 3-methoxy-benzylbromide and (R)-1-aminoindane. Starting materials: [Al+3], O=C(O)C1CCc2ccccc2C1, [H-], [H-], [H-], [H-], [Li+], [Na+], [Na+], O=S(=O)([O-])[O-], C1CCOC1. Product: OCC1CCc2ccccc2C1. RXN SMILES: [Al+3:15].[CH2:1]1[CH:2]([C:11](=[O:12])[OH:13])[CH2:3][CH2:4][c:5]2[cH:6][cH:7][cH:8][cH:9][c:10]21.[H-:14].[H-:17].[H-:18].[H-:19].[Li+:16].[Na+:20].[Na+:21].[O-:22][S:23]([O-:24])(=[O:25])=[O:26].[O:27]1[CH2:28][CH2:29][CH2:30][CH2:31]1>>[CH2:1]1[CH:2]([CH2:11][OH:12])[CH2:3][CH2:4][c:5]2[cH:6][cH:7][cH:8][cH:9][c:10]21. Reactants: ClC1=CC=C(C=C1)N1C(N(C(C1)C)C(C)CO)=O (1-(p-chlorophenyl)-3-(1-(hydroxymethyl)ethyl)-4-methyl-2-imidazolidinone), O=S(Cl)Cl (SOCl2). Solvent: C(Cl)(Cl)Cl (chloroform). Reaction conditions: temperature 0 celsius. Product: ClC1=CC=C(C=C1)N1C(N(C(C1)C)C(CCl)C)=O (1-(p-Chlorophenyl)-3-(2-chloro-1-methylethyl)-4-methyl-2-imidazolidinone). Isolated yield 94.0%. Reaction SMILES: [Cl:1][C:2]1[CH:7]=[CH:6][C:5]([N:8]2[CH2:12][CH:11]([CH3:13])[N:10]([CH:14]([CH2:16]O)[CH3:15])[C:9]2=[O:18])=[CH:4][CH:3]=1.O=S(Cl)[Cl:21]>C(Cl)(Cl)Cl>[Cl:1][C:2]1[CH:7]=[CH:6][C:5]([N:8]2[CH2:12][CH:11]([CH3:13])[N:10]([CH:14]([CH3:15])[CH2:16][Cl:21])[C:9]2=[O:18])=[CH:4][CH:3]=1. Procedure details: To a solution of 16 g. of 1-(p-chlorophenyl)-3-(1-(hydroxymethyl)ethyl)-4-methyl-2-imidazolidinone in 400 ml. of anhydrous chloroform, 14.5 g. of SOCl2 is added dropwise with stirring while the temperature is maintained at 0° C. The mixture is then refluxed for 45 minutes, concentrated under vacuum and taken up with benzene, then evaporated to dryness again, yielding 15.1 grams (94%) of the title compound, m.p. 70°-72° C. (from diisopropyl ether). The corresponding m-chlorophenyl-substituted com...